The task is: describe an organic reaction: reactants, conditions, products, and yield. This data is from the Open Reaction Database (ORD), a public repository of structured organic reaction records. The reactants are Cl.NCC(=O)C1=CC=C(C=C1)C (2-amino-4'-methylacetophenone hydrochloride), N#CC#N (cyanogen), CN(C1=CC=CC=C1)C (N,N-dimethylaniline). Run in CN(C=O)C (N,N-dimethylformamide). Run at temperature 100 celsius. Yields the product C(#N)C=1NC=C(N1)C1=CC=C(C=C1)C (2-cyano-4-(p-tolyl)imidazole). The yield is 70.0%. As a reaction SMILES: Cl.[NH2:2][CH2:3][C:4]([C:6]1[CH:11]=[CH:10][C:9]([CH3:12])=[CH:8][CH:7]=1)=O.[N:13]#[C:14][C:15]#[N:16].CN(C)C1C=CC=CC=1>CN(C)C=O>[C:14]([C:15]1[NH:2][CH:3]=[C:4]([C:6]2[CH:11]=[CH:10][C:9]([CH3:12])=[CH:8][CH:7]=2)[N:16]=1)#[N:13] |f:0.1|. Reported procedure: 15 g (81 mmol) of 2-amino-4'-methylacetophenone hydrochloride was measured out in a 200-ml four-necked flask. To the material was then added 121 ml (121 mmol) of a 1 mol/l N,N-dimethylformamide solution of cyanogen. The mixture was then stirred. To the mixture was then added 29.4 g (243 mmol) of N,N-dimethylaniline. The mixture was then heated at a temperature of 100° C. with stirring for 3 hours. N,N-dimethylaniline was then distilled off from the reaction mixture under a pressure of 30 mmHg. T... Starting materials: C(C1=CC=CC=C1)N(CCO)C (N-benzyl-N-methyl-2-aminoethanol), S(=O)(Cl)Cl (thionyl chloride). The reagents and catalysts are CN(C=O)C (dimethylformamide). The solvent is ClCCl (dichloromethane). Product: C(C1=CC=CC=C1)N(C)CCCl (N-benzyl-N-(2- chloroethyl)-N-methylamine). Isolated yield 79.1%. Reaction SMILES: [CH2:1]([N:8]([CH3:12])[CH2:9][CH2:10]O)[C:2]1[CH:7]=[CH:6][CH:5]=[CH:4][CH:3]=1.S(Cl)([Cl:15])=O>ClCCl.CN(C)C=O>[CH2:1]([N:8]([CH2:9][CH2:10][Cl:15])[CH3:12])[C:2]1[CH:7]=[CH:6][CH:5]=[CH:4][CH:3]=1. Procedure: 33 g of N-benzyl-N-methyl-2-aminoethanol were dissolved in 300 ml of dichloromethane. 48 g of thionyl chloride and 2 drops of dimethylformamide were added to the solution at 0° C. The reaction mixture was then heated under reflux for 6 hours. The reaction mixture was worked up by evaporating it to dryness and taking up the residue three times in 300 ml portions of toluene and again evaporating to dryness. The remaining residue was dissolved in dichloromethane and the N-benzyl-N-(2-chloroethyl)-N... Reactants: CCCC[SnH](CCCC)CCCC (Bu3SnH), C(C1=CC=CC=C1)(=O)C([C@@H]1[C@](C([C@@H](O1)N1C(=O)NC(=O)C(C)=C1)Br)(O)S(=O)(=O)C)O (5'-Benzoyl-3'-methanesulfonyl-2'-bromo-thymidine), CC(C)(C#N)N=NC(C)(C)C#N (AIBN). The solvent is specified solvent. Conditions: temperature 25 celsius, time 45 minute. Product: C(C1=CC=CC=C1)(=O)C([C@@H]1[C@](C[C@@H](O1)N1C(=O)NC(=O)C(C)=C1)(O)S(=O)(=O)C)O (5'-benzoyl-3'-methanesulfonylthymidine). RXN SMILES: [C:1]([CH:9]([OH:30])[C@H:10]1[O:14][C@@H:13]([N:15]2[CH:23]=[C:21]([CH3:22])[C:19](=[O:20])[NH:18][C:16]2=[O:17])[CH:12](Br)[C@:11]1([S:26]([CH3:29])(=[O:28])=[O:27])[OH:25])(=[O:8])[C:2]1[CH:7]=[CH:6][CH:5]=[CH:4][CH:3]=1.CCCC[SnH](CCCC)CCCC.CC(N=NC(C#N)(C)C)(C#N)C>>[C:1]([CH:9]([OH:30])[C@H:10]1[O:14][C@@H:13]([N:15]2[CH:23]=[C:21]([CH3:22])[C:19](=[O:20])[NH:18][C:16]2=[O:17])[CH2:12][C@:11]1([S:26]([CH3:29])(=[O:28])=[O:27])[OH:25])(=[O:8])[C:2]1[CH:3]=[CH:4][CH:5]=[CH:6][CH:7]=1. Procedure: To a 50 ml round-bottom flask equipped with condenser, nitrogen inlet, and thermometer was added 5'-benzoyl-3'-methanesulfonyl-2'-bromo-thymidine (5) (3.0 g, 5.96 mmol) and 30 ml of the specified solvent (see the table below). Bu3SnH (3.0 ml, 11.15 mmol; 1.9 equiv) was then added. The reaction mixture was heated to reflux or to the temperature specified in the table, to give a clear, homogeneous solution. The reaction mixture was then cooled slightly and 300 mg AIBN was added. The mixture was he...